From a dataset of the Open Reaction Database (ORD), a public repository of structured organic reaction records. describe an organic reaction: reactants, conditions, products, and yield Reactants: C(C1=CC=CC=C1)N1N=CC(=C(C1=O)Br)Br (2-benzyl-4.5-dibromo-2H-pyridazin-3-one), [OH-].[K+] (KOH). The solvent is CN(C)P(=O)(N(C)C)N(C)C (HMPA). Reaction conditions: time 16 hour. The product is C(C1=CC=CC=C1)N1N=CC(=C(C1=O)Br)O (2-benzyl-4-bromo-5-hydroxy-2H-pyridazin-3-one). Yield: 40.0%. As a reaction SMILES: [CH2:1]([N:8]1[C:13](=[O:14])[C:12]([Br:15])=[C:11](Br)[CH:10]=[N:9]1)[C:2]1[CH:7]=[CH:6][CH:5]=[CH:4][CH:3]=1.[OH-:17].[K+]>CN(P(N(C)C)(N(C)C)=O)C>[CH2:1]([N:8]1[C:13](=[O:14])[C:12]([Br:15])=[C:11]([OH:17])[CH:10]=[N:9]1)[C:2]1[CH:7]=[CH:6][CH:5]=[CH:4][CH:3]=1 |f:1.2|. Reported procedure: The residue from step 1 was dissolved in HMPA (50 mL) and 8N KOH (65 mL) was added. The mixture was warmed to 120°-125° C. and stirred vigourously for 16 h. The mixture was cooled to r.t., the aqueous layer was separated, diluted with H2O (500 mL) and acidified to pH 6 with 6N HCl under vigourous stirring. After cooling in an ice bath, the solid was collected and air dried. It was dissolved in warm IN NaOH and washed once with ETOAc. The aqueous layer was acidified to pH 6 with 6N HCl and cooled... The solvent is C1CCOC1 (THF). Reaction conditions: time 3 hour. Procedure: 2.13 ml of a 2 M ethereal cyclopentyl magnesium chloride solution is added in drops at −70° C. to a solution of 1.0 g of 4-methyl-4-phenyl-2-oxopentanoic acid-ethyl ester in 20 ml of THF. After 3 hours at −70° C., the batch is poured into cold, saturated NH4Cl solution and extracted with ethyl acetate. The extracts are dried (Na2SO4) and concentrated by evaporation. Column chromatography on silica gel with ethyl acetate-cyclohexane yields 320 mg of the product. As a reaction SMILES: [CH:1]1([Mg]Cl)[CH2:5][CH2:4][CH2:3][CH2:2]1.[CH2:8]([O:10][C:11](=[O:24])[C:12](=[O:23])[CH2:13][C:14]([CH3:22])([C:16]1[CH:21]=[CH:20][CH:19]=[CH:18][CH:17]=1)[CH3:15])[CH3:9].[NH4+].[Cl-]>C1COCC1>[CH2:8]([O:10][C:11](=[O:24])[C:12]([CH:1]1[CH2:5][CH2:4][CH2:3][CH2:2]1)([OH:23])[CH2:13][C:14]([CH3:15])([C:16]1[CH:21]=[CH:20][CH:19]=[CH:18][CH:17]=1)[CH3:22])[CH3:9] |f:2.3|. Reactants: C1(CCCC1)[Mg]Cl (cyclopentyl magnesium chloride), C(C)OC(C(CC(C)(C1=CC=CC=C1)C)=O)=O (4-methyl-4-phenyl-2-oxopentanoic acid-ethyl ester), [NH4+].[Cl-] (NH4Cl). Yields the product C(C)OC(C(CC(C)(C1=CC=CC=C1)C)(O)C1CCCC1)=O (2-Cyclopentyl-2-hydroxy-4-methyl-4-phenylpentanoic Acid-ethyl Ester). The reactants are FC1=C(C=C(C=C1)F)[C@@](CS(=O)(=O)C)([C@@H](C)S(=O)(=O)C)O ((2R,3R)-2-(2,5-difluorophenyl)-1,3-bis(methanesulfonyl)-2-butanol), N1N=CN=C1 (1H-1,2,4-triazole). The product is FC1=C(C=C(C=C1)F)[C@@]1(O[C@H]1C)CN1N=CN=C1 ((2R,3S)-2-(2,5-Difluorophenyl)-3-methyl-2-[(1H-1,2,4-triazol-1-yl)methyl]oxirane). The yield is 56.0%. RXN SMILES: [F:1][C:2]1[CH:7]=[CH:6][C:5]([F:8])=[CH:4][C:3]=1[C@:9]([OH:21])([C@H:15](S(C)(=O)=O)[CH3:16])[CH2:10]S(C)(=O)=O.[NH:22]1[CH:26]=[N:25][CH:24]=[N:23]1>>[F:1][C:2]1[CH:7]=[CH:6][C:5]([F:8])=[CH:4][C:3]=1[C@@:9]1([CH2:10][N:22]2[CH:26]=[N:25][CH:24]=[N:23]2)[C@H:15]([CH3:16])[O:21]1. Procedure: In the same manner as that described in Example 7(iv) above, 7.00 g (18.7 mmol) of (2R,3R)-2-(2,5-difluorophenyl)-1,3-bis(methanesulfonyl)-2-butanol [prepared as described in Step 8(iii) above] were reacted with 1H-1,2,4-triazole and the reaction product was purified by chromatography on a silica gel (100 g) column using a 1:1 to 3:2 mixture of ethyl acetate and hexane as the eluant to afford 2.65 g (yield 56%) of the title compound as an oil. The reactants are N1=CC(=CC2=CC=CC=C12)C1C(CCCC1)=O ((±)-2-(quinolin-3-yl)cyclohexanone), CC(C)([O-])C.[K+] (potassium t-butoxide), CN=C=S (methyl isothiocyanate). Solvent: O1CCCC1 (tetrahydrofuran), O1CCCC1 (tetrahydrofuran). The product is CNC(=S)C1(C(CCCC1)=O)C=1C=NC2=CC=CC=C2C1 ((±)-N-methyl-2-oxo-1-(quinolin-3-yl)cyclohexanecarbothioamide). Isolated yield 9.4%. Reaction SMILES: [N:1]1[C:10]2[C:5](=[CH:6][CH:7]=[CH:8][CH:9]=2)[CH:4]=[C:3]([CH:11]2[CH2:16][CH2:15][CH2:14][CH2:13][C:12]2=[O:17])[CH:2]=1.CC(C)([O-])C.[K+].[CH3:24][N:25]=[C:26]=[S:27]>O1CCCC1>[CH3:24][NH:25][C:26]([C:11]1([C:3]2[CH:2]=[N:1][C:10]3[C:5]([CH:4]=2)=[CH:6][CH:7]=[CH:8][CH:9]=3)[CH2:16][CH2:15][CH2:14][CH2:13][C:12]1=[O:17])=[S:27] |f:1.2|. Procedure details: A solution of (±)-2-(quinolin-3-yl)cyclohexanone (0.78 g, 3.5 mmol) in tetrahydrofuran (10 ml) at -5° C. was treated with potassium t-butoxide (0.43 g, 3.9 mmol) in one portion. After 25 minutes at -5° C. the deep red mixture was treated dropwise during 1 minute with a solution of methyl isothiocyanate (0.28 g, 3.9 mmol) in tetrahydrofuran (2 ml). After 4 hours at 0° C. the reaction mixture was partitioned between saturated aqueous ammonium chloride solution (50 ml) and chloroform (50 ml). The a...